From a dataset of the Open Reaction Database (ORD), a public repository of structured organic reaction records. describe an organic reaction: reactants, conditions, products, and yield Reactants: NC1=NNC(=C1)CCC (3-amino-5-propyl-1H-pyrazole), Cl.C(C)(OCC)=N (ethyl acetimidate hydrochloride). Run in C(C)#N (acetonitrile). Conditions: time 1 hour. The product is Cl.C(CC)C1=CC(=NN1)NC(C)=N (N-(5-Propyl-1H-pyrazol-3-yl)acetamidine hydrochloride). As a reaction SMILES: [NH2:1][C:2]1[CH:6]=[C:5]([CH2:7][CH2:8][CH3:9])[NH:4][N:3]=1.[ClH:10].[C:11](=[NH:16])(OCC)[CH3:12]>C(#N)C>[ClH:10].[CH2:7]([C:5]1[NH:4][N:3]=[C:2]([NH:1][C:11](=[NH:16])[CH3:12])[CH:6]=1)[CH2:8][CH3:9] |f:1.2,4.5|. Procedure: A 11.5 g portion of 3-amino-5-propyl-1H-pyrazole was dissolved in 60 ml of acetonitrile, and 12.8 g of ethyl acetimidate hydrochloride was added to the above solution with cooling on an ice bath. The resulting mixture was stirred for 1 hour at the same temperature and then overnight at room temperature. The reactants are CNC1CCCc2ccccc21, CCOC(C)=O, CC#N, O=C(c1cc(Cl)nc(Cl)c1CO)N1CCCC1, ClCCl, [K+], [K+], O=C([O-])[O-], O, O=S(Cl)Cl. Product: CN(Cc1c(C(=O)N2CCCC2)cc(Cl)nc1Cl)C1CCCc2ccccc21. RXN SMILES: [CH3:28][NH:29][CH:30]1[CH2:31][CH2:32][CH2:33][c:34]2[cH:35][cH:36][cH:37][cH:38][c:39]21.[CH3:44][CH2:45][O:46][C:47]([CH3:48])=[O:49].[CH3:50][C:51]#[N:52].[Cl:1][c:2]1[n:3][c:4]([Cl:17])[cH:5][c:6]([C:10](=[O:11])[N:12]2[CH2:13][CH2:14][CH2:15][CH2:16]2)[c:7]1[CH2:8][OH:9].[Cl:40][CH2:41][Cl:42].[K+:22].[K+:23].[O-:24][C:25]([O-:26])=[O:27].[OH2:43].[S:18]([Cl:19])([Cl:20])=[O:21]>>[Cl:1][c:2]1[n:3][c:4]([Cl:17])[cH:5][c:6]([C:10](=[O:11])[N:12]2[CH2:13][CH2:14][CH2:15][CH2:16]2)[c:7]1[CH2:8][N:29]([CH3:28])[CH:30]1[CH2:31][CH2:32][CH2:33][c:34]2[cH:35][cH:36][cH:37][cH:38][c:39]21. Starting materials: CC1(CCCCBr)OCCO1, O=C([O-])[O-], [Cs+], [Cs+], O=[N+]([O-])c1cn[nH]n1, N#N, O. Yields the product CC1(CCCCn2ncc([N+](=O)[O-])n2)OCCO1. Reaction SMILES: [Br:17][CH2:18][CH2:19][CH2:20][CH2:21][C:22]1([CH3:27])[O:23][CH2:24][CH2:25][O:26]1.[C:11](=[O:12])([O-:13])[O-:14].[Cs+:15].[Cs+:16].[N+:3](=[O:4])([O-:5])[c:6]1[n:7][nH:8][n:9][cH:10]1.[N:1]#[N:2].[OH2:28]>>[N+:3](=[O:4])([O-:5])[c:6]1[n:7][n:8]([CH2:18][CH2:19][CH2:20][CH2:21][C:22]2([CH3:27])[O:23][CH2:24][CH2:25][O:26]2)[n:9][cH:10]1. Starting materials: ClC1=CC(=NC=C1C(=O)OCC)Cl (ethyl 4,6-dichloronicotinate), C(C)(C)N (isopropylamine). Yields the product ClC1=NC=C(C=O)C(=C1)NC(C)C (6-chloro-4-(isopropylamino)nicotinaldehyde). The yield is 88.5%. Reaction SMILES: Cl[C:2]1[C:7]([C:8]([O:10]CC)=O)=[CH:6][N:5]=[C:4]([Cl:13])[CH:3]=1.[CH:14]([NH2:17])([CH3:16])[CH3:15]>>[Cl:13][C:4]1[CH:3]=[C:2]([NH:17][CH:14]([CH3:16])[CH3:15])[C:7]([CH:8]=[O:10])=[CH:6][N:5]=1. Procedure details: Using the three-step procedure of Example C5, ethyl 4,6-dichloronicotinate (20 g, 91 mmol) and isopropylamine (60% in water, 18 g, 182 mmol) were converted to 6-chloro-4-(isopropylamino)nicotinaldehyde (16 g, 81% yield). 1H NMR (400 MHz, DMSO-d6): δ 9.82 (s, 1 H), 8.43-8.39 (m, 2 H), 6.83 (s, 1 H), 3.84 (m, 1 H), 1.17 (d, J=6.4 Hz, 6 H). The reactants are N#N (N2), C1(=CC=CC=C1)C1=C(N=CO1)C(=O)O (5-phenyl-1,3-oxazole-4-carboxylic acid), C=1C=CC2=C(C1)N=NN2O (HOBt), CCN=C=NCCCN(C)C.Cl (EDC.HCl), CCN(C(C)C)C(C)C (DIPEA), Cl.NC=1N=C(SC1)CC1=CC=C(O1)C(C)=O (1-[5-(4-amino-thiazol-2-ylmethyl)-furan-2-yl]-ethanone hydrochloride). Reagents/catalysts: CN(C)C=1C=CN=CC1 (DMAP). The solvent is C(Cl)Cl (CH2Cl2), C(Cl)Cl (CH2Cl2), C(Cl)Cl (CH2Cl2). Conditions: time 15 minute. Product: C(C)(=O)C1=CC=C(O1)CC=1SC=C(N1)NC(=O)C=1N=COC1C1=CC=CC=C1 (5-Phenyl-oxazole-4-carboxylic acid [2-(5-acetyl-furan-2-ylmethyl)-thiazol-4-yl]-amide). Reaction SMILES: N#N.[C:3]1([C:9]2[O:13][CH:12]=[N:11][C:10]=2[C:14]([OH:16])=O)[CH:8]=[CH:7][CH:6]=[CH:5][CH:4]=1.C1C=CC2N(O)N=NC=2C=1.CCN=C=NCCCN(C)C.Cl.CCN(C(C)C)C(C)C.Cl.[NH2:49][C:50]1[N:51]=[C:52]([CH2:55][C:56]2[O:60][C:59]([C:61](=[O:63])[CH3:62])=[CH:58][CH:57]=2)[S:53][CH:54]=1>C(Cl)Cl.CN(C1C=CN=CC=1)C>[C:61]([C:59]1[O:60][C:56]([CH2:55][C:52]2[S:53][CH:54]=[C:50]([NH:49][C:14]([C:10]3[N:11]=[CH:12][O:13][C:9]=3[C:3]3[CH:4]=[CH:5][CH:6]=[CH:7][CH:8]=3)=[O:16])[N:51]=2)=[CH:57][CH:58]=1)(=[O:63])[CH3:62] |f:3.4,6.7|. Reported procedure: In a flame dried round-bottomed flask equipped with a magnetic stir bar and under inert atmosphere (N2), a solution of 5-phenyl-1,3-oxazole-4-carboxylic acid (41 mg, 0.21 mmol) in CH2Cl2 (2.0 mL) was treated sequentially with DMAP (6 mg, 0.05 mmol), HOBt (30 mg, 0.22 mmol), EDC.HCl (89 mg, 0.46 mmol) and DIPEA (0.13 mL, 0.74 mmol) and the resulting mixture was stirred at rt for 15 min. This solution was then added to a solution of 1-[5-(4-amino-thiazol-2-ylmethyl)-furan-2-yl]-ethanone hydrochlor...